Dataset: the Open Reaction Database (ORD), a public repository of structured organic reaction records. Task: describe an organic reaction: reactants, conditions, products, and yield Starting materials: Cl (hydrochloric acid), CSC(=NC#N)N(N=CC1=CC=CC=C1)C (N-cyano-1-methyl-2-(phenylmethylene)hydrazine-carboximidothioic acid methyl ester), NCCCOC=1C=C(C=CC1)CN(C)C (3-(3-aminopropoxy)-N,N-dimethylbenzenemethanamine), CC(=O)C (Acetone). The solvent is O (water). Product: CN1N=C(N=C1NCCCOC1=CC(=CC=C1)CN(C)C)N (1-Methyl-N5 -[3-[3-[(dimethylamino)methyl]phenoxy]propyl]-1H-1,2,4-triazole-3,5-diamine). Isolated yield 57.2%. As a reaction SMILES: CS[C:3]([N:7]([CH3:16])[N:8]=CC1C=CC=CC=1)=[N:4][C:5]#[N:6].[NH2:17][CH2:18][CH2:19][CH2:20][O:21][C:22]1[CH:23]=[C:24]([CH2:28][N:29]([CH3:31])[CH3:30])[CH:25]=[CH:26][CH:27]=1.CC(C)=O.Cl>O>[CH3:16][N:7]1[C:3]([NH:17][CH2:18][CH2:19][CH2:20][O:21][C:22]2[CH:27]=[CH:26][CH:25]=[C:24]([CH2:28][N:29]([CH3:30])[CH3:31])[CH:23]=2)=[N:4][C:5]([NH2:6])=[N:8]1. Procedure details: A mixture of N-cyano-1-methyl-2-(phenylmethylene)hydrazine-carboximidothioic acid methyl ester (166 mg) and 3-(3-aminopropoxy)-N,N-dimethylbenzenemethanamine (104 mg) was heated at 45° under a reduced pressure of 20 mm of mercury for 3 hr. Acetone was added, and the resulting solution treated with dilute hydrochloric acid for 1 hour at room temperature. The mixture was diluted with water, washed with ether, basified with excess sodium carbonate and extracted with ethyl acetate. Evaporation of th... Starting materials: C(CC)N (Propylamine), ClC=1C=C2SC=3C=CC(=CC3N(C2=CC1)C(CN(CC)CC)C)C(N)=S (7-chloro-10-[(2RS)-1-diethylamino-2-propyl]-2-phenothiazinecarbothioamide), Cl (hydrochloric acid). Solvent: C(C)(=O)OCC (ethyl acetate), C(C)O (ethanol), C(C)OCC (ethyl ether). Reaction conditions: time 4 hour. The product is ClC=1C=C2SC=3C=CC(=CC3N(C2=CC1)C(CN(CC)CC)C)C(NCCC)=S (7-chloro-10-[(2RS)-1-diethylamino-2-propyl]-N-propyl-2-phenothiazinecarbothioamide). RXN SMILES: [CH2:1](N)[CH2:2][CH3:3].[Cl:5][C:6]1[CH:7]=[C:8]2[C:17](=[CH:18][CH:19]=1)[N:16]([CH:20]([CH3:27])[CH2:21][N:22]([CH2:25][CH3:26])[CH2:23][CH3:24])[C:15]1[CH:14]=[C:13]([C:28](=[S:30])[NH2:29])[CH:12]=[CH:11][C:10]=1[S:9]2.Cl>C(O)C.C(OCC)(=O)C.C(OCC)C>[Cl:5][C:6]1[CH:7]=[C:8]2[C:17](=[CH:18][CH:19]=1)[N:16]([CH:20]([CH3:27])[CH2:21][N:22]([CH2:23][CH3:24])[CH2:25][CH3:26])[C:15]1[CH:14]=[C:13]([C:28](=[S:30])[NH:29][CH2:1][CH2:2][CH3:3])[CH:12]=[CH:11][C:10]=1[S:9]2. Procedure: Propylamine (0.75 cc) is added to a solution of 7-chloro-10-[(2RS)-1-diethylamino-2-propyl]-2-phenothiazinecarbothioamide (0.6 g) in absolute ethanol (5 cc). The mixture is brought to 200° C. for 4 hours and then diluted with ethyl acetate (50 cc), washed with distilled water (2×100 cc), dried over magnesium sulphate and then concentrated to dryness under reduced pressure (30 mm Hg; 4 kPa) at 40° C. The residual solid is purified by chromatography on a column (height: 8.5 cm; diameter: 2 cm) of ... As a reaction SMILES: [Al+3:20].[H-:19].[H-:22].[H-:23].[H-:24].[Li+:21].[O:25]1[CH2:26][CH2:27][CH2:28][CH2:29]1.[cH:1]1[cH:2][cH:3][c:4]([C:16](=[O:17])[NH2:18])[c:5]2[c:6]1-[c:7]1[c:8]([cH:12][cH:13][cH:14][cH:15]1)[CH2:9][CH2:10][CH2:11]2>>[cH:1]1[cH:2][cH:3][c:4]([CH2:16][NH2:18])[c:5]2[c:6]1-[c:7]1[c:8]([cH:12][cH:13][cH:14][cH:15]1)[CH2:9][CH2:10][CH2:11]2. Starting materials: [Al+3], [H-], [H-], [H-], [H-], [Li+], C1CCOC1, NC(=O)c1cccc2c1CCCc1ccccc1-2. Product: NCc1cccc2c1CCCc1ccccc1-2. Reactants: C(C(C)C)N (Isobutylamine), BrC1=NC2=C(N1[C@@H]1[C@@H](OC(C)=O)[C@@H](OC(C)=O)[C@@H](O1)COC(C)=O)C=C(C(=C2)Cl)Cl (2-bromo-5,6-dichloro-1-(2,3,5-tri-O-acetyl-beta-L-ribofuranosyl)-1H-benzimidazole), C(C)O (ethanol). Run in CN(C)C=O (DMF). Run at temperature 75 celsius, time 24 hour. Product: ClC1=CC2=C(N(C(=N2)NCC(C)C)[C@@H]2[C@@H](O)[C@@H](O)[C@@H](O2)CO)C=C1Cl (5,6-Dichloro-2-(isobutylamino)-1-(beta-L-ribofuranosyl)-1H-benzimidazole). As a reaction SMILES: [CH2:1]([NH2:5])[CH:2]([CH3:4])[CH3:3].Br[C:7]1[N:11]([C@H:12]2[O:24][C@@H:23]([CH2:25][O:26]C(=O)C)[C@H:18]([O:19]C(=O)C)[C@@H:13]2[O:14]C(=O)C)[C:10]2[CH:30]=[C:31]([Cl:35])[C:32]([Cl:34])=[CH:33][C:9]=2[N:8]=1.C(O)C>CN(C=O)C>[Cl:34][C:32]1[C:31]([Cl:35])=[CH:30][C:10]2[N:11]([C@H:12]3[O:24][C@@H:23]([CH2:25][OH:26])[C@H:18]([OH:19])[C@@H:13]3[OH:14])[C:7]([NH:5][CH2:1][CH:2]([CH3:4])[CH3:3])=[N:8][C:9]=2[CH:33]=1. Procedure: Isobutylamine (10 ml ) and 2-bromo-5,6-dichloro-1-(2,3,5-tri-O-acetyl-beta-L-ribofuranosyl)-1H-benzimidazole (0.6 g, 1.1 mmol) were combined with absolute ethanol (50 mL) and stirred at 75° C. for 24 h. The reaction mixture was concentrated and purified on a silica gel column (2.5 cm×16 cm, 230-400 mesh) with 1:20 methanol:dichloromethane (500 mL), then 1:9 methanol:dichloromethane to give a tan solid (0.39 g, 1.0 mmol. 90%); m.p. 136° C.; [a]20D =(-) 28.4 (c=0.5 DMF). The reactants are COC(OC)C(CNC(=O)c1cc2cccc(N(C)S(=O)(=O)c3nccn3C)c2[nH]1)SCc1ccccc1, CCOC(C)=O, ClCCl, O=S(=O)(OS(=O)(=O)C(F)(F)F)C(F)(F)F, O=P(c1ccccc1)(c1ccccc1)c1ccccc1, CSc1ccccc1. The product is COC(OC)C1CN=C(c2cc3cccc(N(C)S(=O)(=O)c4nccn4C)c3[nH]2)S1. RXN SMILES: [CH2:36]([c:38]1[cH:39][cH:40][cH:41][cH:42][cH:48]1)[S:43][CH:44]([CH2:45][NH:46][C:47](=[O:37])[c:49]1[nH:50][c:51]2[c:52]([N:58]([S:59](=[O:60])(=[O:61])[c:62]3[n:63]([CH3:67])[cH:64][cH:65][n:66]3)[CH3:68])[cH:53][cH:54][cH:55][c:56]2[cH:57]1)[CH:69]([O:70][CH3:71])[O:72][CH3:73].[CH3:85][CH2:86][O:87][C:88](=[O:89])[CH3:90].[Cl:82][CH2:83][Cl:84].[F:21][C:22]([S:23]([O:24][S:25]([C:26]([F:27])([F:28])[F:29])(=[O:30])=[O:31])(=[O:32])=[O:33])([F:34])[F:35].[c:1]1([P:2](=[O:3])([c:4]2[cH:5][cH:6][cH:7][cH:8][cH:9]2)[c:10]2[cH:11][cH:12][cH:13][cH:14][cH:15]2)[cH:16][cH:17][cH:18][cH:19][cH:20]1.[c:74]1([S:75][CH3:76])[cH:77][cH:78][cH:79][cH:80][cH:81]1>>[S:43]1[CH:44]([CH:69]([O:70][CH3:71])[O:72][CH3:73])[CH2:45][N:46]=[C:47]1[c:49]1[nH:50][c:51]2[c:52]([N:58]([S:59](=[O:60])(=[O:61])[c:62]3[n:63]([CH3:67])[cH:64][cH:65][n:66]3)[CH3:68])[cH:53][cH:54][cH:55][c:56]2[cH:57]1. Reactants: C(C1=CC=CC=C1)(=O)NC(=O)NC1CCCC2=CC=CC=C12 (1-benzoyl-3-(1,2,3,4-tetrahydro-1- naphthyl)urea). The solvent is [OH-].[Na+] (sodium hydroxide). Yields the product C1(CCCC2=CC=CC=C12)NC(=O)N (1,2,3,4-Tetrahydro-1-naphthylurea). Isolated yield 89.0%. RXN SMILES: C([NH:9][C:10]([NH:12][CH:13]1[C:22]2[C:17](=[CH:18][CH:19]=[CH:20][CH:21]=2)[CH2:16][CH2:15][CH2:14]1)=[O:11])(=O)C1C=CC=CC=1>[OH-].[Na+]>[CH:13]1([NH:12][C:10]([NH2:9])=[O:11])[C:22]2[C:17](=[CH:18][CH:19]=[CH:20][CH:21]=2)[CH2:16][CH2:15][CH2:14]1 |f:1.2|. Procedure details: A mixture of 1-benzoyl-3-(1,2,3,4-tetrahydro-1- naphthyl)urea (2.0 g) and aqueous sodium hydroxide (1N; 20 ml) is stirred and heated at reflux for 2.75 hours. The mixture is then cooled in ice and the product is collected and washed with water to afford 1.15 g of the title compound, m.p. 204° to 207° C. Reactants: CC(C)([O-])C.[K+] (potassium tert-butoxide), COC1=NC(=NC(=N1)C)NC(=O)NS(=O)(=O)C1=C(C(=O)OC)C=CC=C1 (methyl 2-[(4-methoxy-6-methyl-1,3,5-triazin-2-yl)aminocarbonyl]aminosulfonylbenzoate), O (water). The solvent is CS(=O)C (dimethyl sulfoxide). The product is COC1=NC(=NC(=N1)C)NC(=O)NS(=O)(=O)C1=C(C(=O)O)C=CC=C1 (2-[(4-Methoxy-6-methyl-1,3,5-triazin-2-yl)aminocarbonyl]aminosulfonylbenzoic acid). The yield is 51.9%. RXN SMILES: CC(C)([O-])C.[K+].[CH3:7][O:8][C:9]1[N:14]=[C:13]([CH3:15])[N:12]=[C:11]([NH:16][C:17]([NH:19][S:20]([C:23]2[CH:32]=[CH:31][CH:30]=[CH:29][C:24]=2[C:25]([O:27]C)=[O:26])(=[O:22])=[O:21])=[O:18])[N:10]=1.O>CS(C)=O>[CH3:7][O:8][C:9]1[N:14]=[C:13]([CH3:15])[N:12]=[C:11]([NH:16][C:17]([NH:19][S:20]([C:23]2[CH:32]=[CH:31][CH:30]=[CH:29][C:24]=2[C:25]([OH:27])=[O:26])(=[O:22])=[O:21])=[O:18])[N:10]=1 |f:0.1|. Reported procedure: A solution of 0.5 g of potassium tert-butoxide and 1.0 g of methyl 2-[(4-methoxy-6-methyl-1,3,5-triazin-2-yl)aminocarbonyl]aminosulfonylbenzoate in 25 ml of dimethyl sulfoxide was stirred at ambient temperature for 3 hours. The yellow solution was then poured into 250 ml of cold water. The free carboxylic acid was precipitated by the addition of enough concentrated hydrochloric acid to reach pH 3. The crude product was filtered, washed with water and dried in vacuo. Recrystallization from aceton... Reactants: ClC1=C(C=CC=C1)[N+](=O)[O-] (2-chloronitrobenzene), C=1(C(=CC=CC1)C)C (xylene), [F-].[K+] (potassium fluoride), [Cl-].[NH4+] (ammonium chloride), CC(C)CC(CO)O (polyethylene glycol dimethyl ether). Reagents/catalysts: [Cl-].C[N+](C)(C)C (tetramethylammonium chloride). Run at temperature 150 celsius, time 21 hour. Yields the product FC1=C(C=CC=C1)[N+](=O)[O-] (2-fluoronitrobenzene). As a reaction SMILES: [F-:1].[K+].[Cl-].[NH4+].CC(CC(O)CO)C.Cl[C:14]1[CH:19]=[CH:18][CH:17]=[CH:16][C:15]=1[N+:20]([O-:22])=[O:21].C1(C)C(C)=CC=CC=1>[Cl-].C[N+](C)(C)C>[F:1][C:14]1[CH:19]=[CH:18][CH:17]=[CH:16][C:15]=1[N+:20]([O-:22])=[O:21] |f:0.1,2.3,7.8|. Procedure details: In a 2-liter flange flask fitted with a distillation bridge and impeller stirrer, 290.5 g (5.0 mol) of potassium fluoride, 71.1 g (0.1 mol) of trimethyl (ethoxypolyoxypropyl) ammonium chloride, 11.0 g (0.1 mol) of tetramethylammonium chloride and 17.7 g (0.035 mol) of polyethylene glycol dimethyl ether 500 were introduced at 120° C. into the melt of 630 g (4.0 mol) of 2-chloronitrobenzene. Subsequently, 100 g (0.38 mol) of xylene were added and the reaction mixture was stirred for 21 hours at a ...